From a dataset of the Open Reaction Database (ORD), a public repository of structured organic reaction records. describe an organic reaction: reactants, conditions, products, and yield The reactants are C[Si](C)(C)C#N, COc1ccc(C(C)C)cc1-c1ccc(C(F)(F)F)cc1C=O, ClCCl, [I-], [I-], [Zn+2]. Product: COc1ccc(C(C)C)cc1-c1ccc(C(F)(F)F)cc1C(O)CN. As a reaction SMILES: [CH3:24][Si:25]([CH3:26])([CH3:27])[C:28]#[N:29].[CH:1]([CH3:2])([CH3:3])[c:4]1[cH:5][cH:6][c:7]([O:22][CH3:23])[c:8](-[c:10]2[c:11]([CH:20]=[O:21])[cH:12][c:13]([C:16]([F:17])([F:18])[F:19])[cH:14][cH:15]2)[cH:9]1.[Cl:30][CH2:31][Cl:32].[I-:33].[I-:35].[Zn+2:34]>>[CH:1]([CH3:2])([CH3:3])[c:4]1[cH:5][cH:6][c:7]([O:22][CH3:23])[c:8](-[c:10]2[c:11]([CH:20]([OH:21])[CH2:28][NH2:29])[cH:12][c:13]([C:16]([F:17])([F:18])[F:19])[cH:14][cH:15]2)[cH:9]1. Starting materials: ClC=1C=C(C=CC1OC1=C2C(=NC=C1)C=C(S2)I)N (3-chloro-4-(2-iodothieno[3,2-b]pyridin-7-yloxy)benzenamine), FC1=CC=C(C=C1)NC(=O)C1(CC1)C(=O)O (1-((4-fluorophenyl)carbamoyl)cyclopropanecarboxylic acid), C1(CC1)(C(=O)O)C(=O)O (cyclopropane-1,1-dicarboxylic acid), FC1=CC=C(N)C=C1 (4-fluoroaniline). Yields the product ClC=1C=C(C=CC1OC1=C2C(=NC=C1)C=C(S2)I)N(C(=O)C2(CC2)C(=O)N)C2=CC=C(C=C2)F (N-(3-chloro-4-(2-iodothieno[3,2-b]pyridin -7-yloxy)phenyl)-N-(4-fluorophenyl)cyclopropane-1,1-dicarboxamide). RXN SMILES: [Cl:1][C:2]1[CH:3]=[C:4]([NH2:19])[CH:5]=[CH:6][C:7]=1[O:8][C:9]1[CH:14]=[CH:13][N:12]=[C:11]2[CH:15]=[C:16]([I:18])[S:17][C:10]=12.FC1C=CC([NH:27][C:28]([C:30]2([C:33](O)=[O:34])[CH2:32][CH2:31]2)=[O:29])=CC=1.C1(C(O)=O)(C(O)=O)CC1.[F:45][C:46]1[CH:52]=[CH:51][C:49](N)=[CH:48][CH:47]=1>>[Cl:1][C:2]1[CH:3]=[C:4]([N:19]([C:49]2[CH:51]=[CH:52][C:46]([F:45])=[CH:47][CH:48]=2)[C:33]([C:30]2([C:28]([NH2:27])=[O:29])[CH2:31][CH2:32]2)=[O:34])[CH:5]=[CH:6][C:7]=1[O:8][C:9]1[CH:14]=[CH:13][N:12]=[C:11]2[CH:15]=[C:16]([I:18])[S:17][C:10]=12. Procedure details: Prepared from 3-chloro-4-(2-iodothieno[3,2-b]pyridin-7-yloxy)benzenamine (0.300 g, 0.499 mmol) and 1-((4-fluorophenyl)carbamoyl)cyclopropanecarboxylic acid (0.167 g, 0.749 mmol; prepared from cyclopropane-1,1-dicarboxylic acid and 4-fluoroaniline using the methods described in WO 2005/030140 and by Shih and Rankin, Synth. Comm. 1996, 26(4), 833-836) according to the procedure for Example 72, Step B. The crude was purified by Biotage 40S (2:1EtOAc/Hexane). After concentration the product was a br... The reactants are FC1=C(C=CC(=C1)B1OC(C(O1)(C)C)(C)C)C=1C=NC(=NC1)N (5-(2-fluoro-4-(4,4,5,5-tetramethyl-1,3,2-dioxaborolan-2-yl)phenyl)pyrimidin-2-amine), BrC1=C(C=CC=C1)S(=O)(=O)N1[C@@H](CN(CC1)C(=O)OC(C)(C)C)C ((R)-tert-butyl 4-((2-bromophenyl)sulfonyl)-3-methypiperazine-1-carboxylate). Yields the product NC1=NC=C(C=N1)C1=C(C=C(C=C1)C1=C(C=CC=C1)S(=O)(=O)N1[C@@H](CN(CC1)C(=O)OC(C)(C)C)C)F ((R)-tert-Butyl 4-((4′-(2-aminopyrimidin-5-yl)-3′-fluoro-[1,1′-biphenyl]-2-yl)sulfonyl)-3-methylpiperazine-1-carboxylate). RXN SMILES: [F:1][C:2]1[CH:7]=[C:6](B2OC(C)(C)C(C)(C)O2)[CH:5]=[CH:4][C:3]=1[C:17]1[CH:18]=[N:19][C:20]([NH2:23])=[N:21][CH:22]=1.Br[C:25]1[CH:30]=[CH:29][CH:28]=[CH:27][C:26]=1[S:31]([N:34]1[CH2:39][CH2:38][N:37]([C:40]([O:42][C:43]([CH3:46])([CH3:45])[CH3:44])=[O:41])[CH2:36][C@H:35]1[CH3:47])(=[O:33])=[O:32]>>[NH2:23][C:20]1[N:21]=[CH:22][C:17]([C:3]2[CH:4]=[CH:5][C:6]([C:25]3[CH:30]=[CH:29][CH:28]=[CH:27][C:26]=3[S:31]([N:34]3[CH2:39][CH2:38][N:37]([C:40]([O:42][C:43]([CH3:46])([CH3:45])[CH3:44])=[O:41])[CH2:36][C@H:35]3[CH3:47])(=[O:33])=[O:32])=[CH:7][C:2]=2[F:1])=[CH:18][N:19]=1. Procedure: The title compound was prepared using methods analogous to those described in Example 376 using 5-(2-fluoro-4-(4,4,5,5-tetramethyl-1,3,2-dioxaborolan-2-yl)phenyl)pyrimidin-2-amine and (R)-tert-butyl 4-((2-bromophenyl)sulfonyl)-3-methypiperazine-1-carboxylate. MS (ESI): mass calcd. for C26H30FN5O4S, 527.20; m/z found, 528.2 [M+H]+. Starting materials: [Si](C)(C)(C(C)(C)C)O[C@H]1[C@H]2[C@@H]([C@@H](O[C@H]1CP(OC)(OC)=O)C(F)(F)F)OC(O2)(C)C (dimethyl (((3aS,4R,6R,7S,7aR)-7-((tert-butyldimethylsilyl)oxy)-2,2-dimethyl-4-(trifluoromethyl)tetrahydro-3aH-[1,3]dioxolo[4,5-c]pyran-6-yl)methyl)phosphonate), C(=O)(C(F)(F)F)O.O (TFA H2O). The solvent is hexanes, CCOC(=O)C (EtOAc). Run at time 3 hour. The product is O[C@@H]1[C@@H](O[C@H]([C@H]([C@H]1O)O)C(F)(F)F)CP(OC)(OC)=O (dimethyl (((2R,3S,4R,5S,6R)-3,4,5-trihydroxy-6-(trifluoro methyl)tetrahydro-2H-pyran-2-yl)methyl)phosphonate). RXN SMILES: [Si]([O:8][C@@H:9]1[C@H:14]([CH2:15][P:16](=[O:21])([O:19][CH3:20])[O:17][CH3:18])[O:13][C@@H:12]([C:22]([F:25])([F:24])[F:23])[C@H:11]2[O:26]C(C)(C)[O:28][C@@H:10]12)(C(C)(C)C)(C)C.C(O)(C(F)(F)F)=O.O>CCOC(C)=O>[OH:8][C@H:9]1[C@H:10]([OH:28])[C@H:11]([OH:26])[C@H:12]([C:22]([F:24])([F:23])[F:25])[O:13][C@H:14]1[CH2:15][P:16](=[O:21])([O:17][CH3:18])[O:19][CH3:20] |f:1.2|. Procedure details: In a 25 mL round bottom flask, dimethyl (((3aS,4R,6R,7S,7aR)-7-((tert-butyldimethylsilyl)oxy)-2,2-dimethyl-4-(trifluoromethyl)tetrahydro-3aH-[1,3]dioxolo[4,5-c]pyran-6-yl)methyl)phosphonate (70 mg, 0.14 mmol) was taken up in a TFA-H2O mixture (2 mL, 9:1) at 0° C. The reaction mixture was gradually warmed to rt and stirred at rt for 3 h. Upon completion of the reaction (TLC, 50% EtOAc in hexanes, Rf 0.1), the reaction mixture was concentrated under reduced pressure. The residue obtained was washe... The reactants are Cc1cc2c(ccc(=O)n2Cc2ccc(-c3ccccc3-c3nnn(C(c4ccccc4)(c4ccccc4)c4ccccc4)n3)cc2)c(C)n1, CO, ClCCl, Cl. Yields the product Cc1cc2c(ccc(=O)n2Cc2ccc(-c3ccccc3-c3nnn[nH]3)cc2)c(C)n1, Cl. RXN SMILES: [CH3:2][c:3]1[c:4]2[cH:5][cH:6][c:7](=[O:51])[n:8]([CH2:14][c:15]3[cH:16][cH:17][c:18](-[c:21]4[c:22](-[c:27]5[n:28][n:29][n:30]([C:32]([c:33]6[cH:34][cH:35][cH:36][cH:37][cH:38]6)([c:39]6[cH:40][cH:41][cH:42][cH:43][cH:44]6)[c:45]6[cH:46][cH:47][cH:48][cH:49][cH:50]6)[n:31]5)[cH:23][cH:24][cH:25][cH:26]4)[cH:19][cH:20]3)[c:9]2[cH:10][c:11]([CH3:13])[n:12]1.[CH3:52][OH:53].[Cl:54][CH2:55][Cl:56].[ClH:1]>>[CH3:2][c:3]1[c:4]2[cH:5][cH:6][c:7](=[O:51])[n:8]([CH2:14][c:15]3[cH:16][cH:17][c:18](-[c:21]4[c:22](-[c:27]5[nH:28][n:29][n:30][n:31]5)[cH:23][cH:24][cH:25][cH:26]4)[cH:19][cH:20]3)[c:9]2[cH:10][c:11]([CH3:13])[n:12]1.[ClH:1]. Yields the product ClC1=CC=C(C=C1)C1=C(COC2=CC=C(C=C2)C=2N(C3=CC=C(C=C3C2)C(=O)OC)C2CCCCC2)C=C(C=C1)OC (methyl 2-{4-[2-(4-chlorophenyl)-5-methoxybenzyloxy]phenyl}-1-cyclohexyl-1H-indole-5-carboxylate). Isolated yield 167.0%. Starting materials: C([O-])([O-])=O.[K+].[K+] (potassium carbonate), ClC1=CC=C(C=C1)C1=C(COC2=CC=C(C=C2)C2=NC3=C(N2C2CCCCC2)C=CC(=C3)C(=O)OC)C=C(C=C1)OC (methyl 2-{4-[2-(4-chlorophenyl)-5-methoxybenzyloxy]phenyl}-1-cyclohexylbenzimidazole-5-carboxylate), IC1=CC=C(C=C1)O (4-Iodophenol). As a reaction SMILES: I[C:2]1C=CC(O)=CC=1.C(=O)([O-])[O-].[K+].[K+].[Cl:15][C:16]1[CH:21]=[CH:20][C:19]([C:22]2[CH:54]=[CH:53][C:52]([O:55][CH3:56])=[CH:51][C:23]=2[CH2:24][O:25][C:26]2[CH:31]=[CH:30][C:29]([C:32]3[N:36]([CH:37]4[CH2:42][CH2:41][CH2:40][CH2:39][CH2:38]4)[C:35]4[CH:43]=[CH:44][C:45]([C:47]([O:49][CH3:50])=[O:48])=[CH:46][C:34]=4N=3)=[CH:28][CH:27]=2)=[CH:18][CH:17]=1>CC(C)=O>[Cl:15][C:16]1[CH:17]=[CH:18][C:19]([C:22]2[CH:54]=[CH:53][C:52]([O:55][CH3:56])=[CH:51][C:23]=2[CH2:24][O:25][C:26]2[CH:27]=[CH:28][C:29]([C:32]3[N:36]([CH:37]4[CH2:38][CH2:39][CH2:40][CH2:41][CH2:42]4)[C:35]4[C:34]([CH:2]=3)=[CH:46][C:45]([C:47]([O:49][CH3:50])=[O:48])=[CH:44][CH:43]=4)=[CH:30][CH:31]=2)=[CH:20][CH:21]=1 |f:1.2.3|. Procedure details: 4-Iodophenol (5.0 g) was dissolved in acetone (50 ml), and potassium carbonate (4.7 g) and 4′-chloro-2-chloromethyl-4-methoxybiphenyl (6.0 g) obtained in Example 241, Step 4 were added. The mixture was refluxed for 10 hr. The reaction mixture was concentrated and 4N aqueous sodium hydroxide solution (50 ml) was added. The precipitated crystals were collected by filtration, washed with water, and dried under reduced pressure to give the title compound (10.0 g, yield 98%). Solvent: CC(=O)C (acetone). Starting materials: Brc1cccc(Br)n1, CN1CCCC1=O, CCOC(C)=O, CCN(C(C)C)C(C)C, NCc1cccc(F)c1. Product: Fc1cccc(CNc2cccc(Br)n2)c1. RXN SMILES: [Br:1][c:2]1[n:3][c:4]([Br:8])[cH:5][cH:6][cH:7]1.[CH3:27][N:28]1[CH2:29][CH2:30][CH2:31][C:32]1=[O:33].[CH3:34][CH2:35][O:36][C:37]([CH3:38])=[O:39].[CH:18]([N:19]([CH2:20][CH3:21])[CH:22]([CH3:23])[CH3:24])([CH3:25])[CH3:26].[F:9][c:10]1[cH:11][c:12]([CH2:16][NH2:17])[cH:13][cH:14][cH:15]1>>[c:2]1([NH:17][CH2:16][c:12]2[cH:11][c:10]([F:9])[cH:15][cH:14][cH:13]2)[n:3][c:4]([Br:8])[cH:5][cH:6][cH:7]1. The reactants are C(C)OC=1C=C(C(=O)NCC)C=CC1[N+](=O)[O-] (3-ethoxy-N-ethyl-4-nitrobenzamide). Reagents/catalysts: [Pd] (Pd/C). The solvent is C(C)O (ethanol). Reaction conditions: time 8 hour. Yields the product NC1=C(C=C(C(=O)NCC)C=C1)OCC (4-amino-3-ethoxy-N-ethylbenzamide). The yield is 84.2%. As a reaction SMILES: [CH2:1]([O:3][C:4]1[CH:5]=[C:6]([CH:12]=[CH:13][C:14]=1[N+:15]([O-])=O)[C:7]([NH:9][CH2:10][CH3:11])=[O:8])[CH3:2]>C(O)C.[Pd]>[NH2:15][C:14]1[CH:13]=[CH:12][C:6]([C:7]([NH:9][CH2:10][CH3:11])=[O:8])=[CH:5][C:4]=1[O:3][CH2:1][CH3:2]. Reported procedure: To a solution of 3-ethoxy-N-ethyl-4-nitrobenzamide (0.72 g) obtained in Example 131b) in ethanol (15 ml) was added 10% Pd/C (50% wet) (0.07 g), and the mixture was stirred at room temperature overnight under a hydrogen atmosphere. The reaction mixture was filtered through celite, and the filtrate was evaporated under reduced pressure. The residue was purified by silica gel column (ethyl acetate/hexane=1/1 to ethyl acetate) to give the title compound as a colorless oil (0.53 g, 84%). RXN SMILES: [Br:1][C:2]1[C:3]([CH3:18])=[C:4]([NH:8][C:9](=S)[C:10]2[CH:15]=[CH:14][CH:13]=[CH:12][C:11]=2F)[CH:5]=[CH:6][CH:7]=1.[NH2:19][NH2:20]>CS(C)=O.C([O-])(O)=O.[Na+]>[Br:1][C:2]1[C:3]([CH3:18])=[C:4]([NH:8][C:9]2[C:10]3[C:11](=[CH:12][CH:13]=[CH:14][CH:15]=3)[NH:20][N:19]=2)[CH:5]=[CH:6][CH:7]=1 |f:3.4|. The yield is 35.0%. Procedure details: Step 3 A yellow solution of N-(3-bromo-2-methylphenyl)-2-fluorobenzothioamide (500 mg, 1.542 mmol) in DMSO (5 mL) was treated with anhydrous hydrazine (0.484 mL, 15.42 mmol) and heated at 150° C. After 2 h 20 min the solution was cooled to rt, diluted with NaHCO3 (aq) and extracted twice with EtOAc. The combined organic phases were washed twice with water and once with brine, dried and concentrated. The residue was purified by column chromatography (eluting with a gradient from 85:15 to 50:50 he... The product is BrC=1C(=C(C=CC1)NC1=NNC2=CC=CC=C12)C (N-(3-bromo-2-methylphenyl)-1H-indazol-3-amine), solid. Run at temperature 150 celsius. Solvent: C(=O)(O)[O-].[Na+] (NaHCO3), CS(=O)C (DMSO). Starting materials: BrC=1C(=C(C=CC1)NC(C1=C(C=CC=C1)F)=S)C (N-(3-bromo-2-methylphenyl)-2-fluorobenzothioamide), NN (hydrazine). The reactants are Cl.Cl.COC([C@@H](N)CC1=CNC=N1)=O (histidine methyl ester dihydrochloride), C(C)(C)(C)OC(=O)N[C@@H]([C@@H](C)CC)C(=O)O (t-butoxycarbonylisoleucine), C(C(C)C)OC(=O)Cl (isobutylchloroformate), CN1CCOCC1 (N-methylmorpholine). The solvent is C(Cl)Cl (methylene chloride). Reaction conditions: temperature -70 celsius, time 5 minute. Yields the product COC([C@@H](NC([C@@H](NC(=O)OC(C)(C)C)[C@@H](C)CC)=O)CC1=CNC=N1)=O (t-butoxycarbonylisoleucylhistidine methyl ester). Reaction SMILES: [C:1]([O:5][C:6]([NH:8][C@H:9]([C:14]([OH:16])=O)[C@H:10]([CH2:12][CH3:13])[CH3:11])=[O:7])([CH3:4])([CH3:3])[CH3:2].CN1CCOCC1.C(OC(Cl)=O)C(C)C.Cl.Cl.[CH3:34][O:35][C:36](=[O:45])[C@H:37]([CH2:39][C:40]1[N:44]=[CH:43][NH:42][CH:41]=1)[NH2:38]>C(Cl)Cl>[CH3:34][O:35][C:36](=[O:45])[C@H:37]([CH2:39][C:40]1[N:44]=[CH:43][NH:42][CH:41]=1)[NH:38][C:14](=[O:16])[C@H:9]([C@H:10]([CH2:12][CH3:13])[CH3:11])[NH:8][C:6]([O:5][C:1]([CH3:2])([CH3:3])[CH3:4])=[O:7] |f:3.4.5|. Reported procedure: 23.3 of t-butoxycarbonylisoleucine is dissolved in 200 ml of methylene chloride. 33.3 ml of N-methylmorpholine is added to the solution. The solution is cooled to -70° C. 13.1 ml of isobutylchloroformate is then added. The reaction mixture is warmed up to -15° C. and stirred for 5 minutes. The reaction mixture is again cooled to -70° C. 26.0 g of histidine methyl ester dihydrochloride is added to the reaction mixture. The reaction mixture is allowed to warm to room temperature, and then is stirr...